This data is from the Open Reaction Database (ORD), a public repository of structured organic reaction records. The task is: describe an organic reaction: reactants, conditions, products, and yield Reactants: COC(C(C)C1=CC=C(C=C1)CC(C)C)=O (2-(p-isobutylphenyl)propionic acid methyl ester), [Na] (sodium), C1(CC1)CO (cyclopropylmethyl alcohol), O (water). Run at temperature 50 celsius. Product: C1(CC1)COC(C(C)C1=CC=C(C=C1)CC(C)C)=O (2-(p-isobutylphenyl)propionic acid cyclopropylmethyl ester). RXN SMILES: [Na].[CH3:2][O:3][C:4](=[O:17])[CH:5]([C:7]1[CH:12]=[CH:11][C:10]([CH2:13][CH:14]([CH3:16])[CH3:15])=[CH:9][CH:8]=1)[CH3:6].O.[CH:19]1(CO)[CH2:21][CH2:20]1>>[CH:19]1([CH2:2][O:3][C:4](=[O:17])[CH:5]([C:7]2[CH:8]=[CH:9][C:10]([CH2:13][CH:14]([CH3:16])[CH3:15])=[CH:11][CH:12]=2)[CH3:6])[CH2:21][CH2:20]1 |^1:0|. Reported procedure: A mixture of 0.05 g of sodium in 20 ml of cyclopropylmethyl alcohol was heated at 50° C. for 5 hours. To the mixture was added 2.2 g of 2-(p-isobutylphenyl)propionic acid methyl ester and the whole was refluxed for 10 hours. After the reaction was completed, the solvent was removed by distillation under reduced pressure to leave a residue, to which was added water. The resulting mixture was extracted with ether, and the extract was washed sufficiently with water and then dehydrated. The ether wa... Reactants: CCN(C(C)C)C(C)C (DIPEA), Cl.Cl.Cl.S1C=CC=2C1=C(N=CC2)N2CCN(CC2)CC[C@@H]2CC[C@H](CC2)N (trans-4-[2-(4-thieno[2,3-c]pyridin-7-yl-piperazin-1-yl)-ethyl]-cyclohexylamine trihydrochloride), C(=O)(O)[O-].[Na+] (NaHCO3), COC(C[C@@H]1C[C@H](CC1)OC)=O (racemic trans-(3-methoxy-cyclopentyl)-acetic acid methyl ester), O([K])[Si](C)(C)C (KOSiMe3), Cl.Cl.Cl.S1C=CC=2C1=C(N=CC2)N2CCN(CC2)CC[C@@H]2CC[C@H](CC2)N (trans-4-[2-(4-thieno[2,3-c]pyridin-7-yl-piperazin-1-yl)-ethyl]-cyclohexylamine trihydrochloride), CN(C)C(=[N+](C)C)ON1C2=C(C=CC=C2)N=N1.[B-](F)(F)(F)F (TBTU). Run in C(Cl)Cl (CH2Cl2). The product is CO[C@@H]1C[C@H](CC1)CC(=O)N[C@@H]1CC[C@H](CC1)CCN1CCN(CC1)C=1N=CC=C2C1SC=C2 (2-(trans-3-Methoxy-cyclopentyl)-N-{trans-4-[2-(4-thieno[2,3-c]pyridin-7-yl-piperazin-1-yl)-ethyl]cyclohexyl}-acetamide). Isolated yield 67.1%. As a reaction SMILES: CO[C:3](=[O:12])[CH2:4][C@H:5]1[CH2:9][CH2:8][C@H:7]([O:10][CH3:11])[CH2:6]1.O([Si](C)(C)C)[K].Cl.Cl.Cl.[S:22]1[C:26]2=[C:27]([N:31]3[CH2:36][CH2:35][N:34]([CH2:37][CH2:38][C@H:39]4[CH2:44][CH2:43][C@H:42]([NH2:45])[CH2:41][CH2:40]4)[CH2:33][CH2:32]3)[N:28]=[CH:29][CH:30]=[C:25]2[CH:24]=[CH:23]1.CCN(C(C)C)C(C)C.CN(C(ON1N=NC2C=CC=CC1=2)=[N+](C)C)C.[B-](F)(F)(F)F.C([O-])(O)=O.[Na+]>C(Cl)Cl>[CH3:11][O:10][C@H:7]1[CH2:8][CH2:9][C@H:5]([CH2:4][C:3]([NH:45][C@H:42]2[CH2:43][CH2:44][C@H:39]([CH2:38][CH2:37][N:34]3[CH2:35][CH2:36][N:31]([C:27]4[N:28]=[CH:29][CH:30]=[C:25]5[CH:24]=[CH:23][S:22][C:26]=45)[CH2:32][CH2:33]3)[CH2:40][CH2:41]2)=[O:12])[CH2:6]1 |f:2.3.4.5,7.8,9.10|. Procedure: A mixture of racemic trans-(3-methoxy-cyclopentyl)-acetic acid methyl ester [WO 2009/019174] (41 mg, 0.24 mmol) and KOSiMe3 (51 mg, 0.40 mmol) in CH2Cl2 (1 ml) was stirred at room temperature over night. The solvent was evaporated and DMF (1 ml) was added followed by trans-4-[2-(4-thieno[2,3-c]pyridin-7-yl-piperazin-1-yl)-ethyl]-cyclohexylamine trihydrochloride (intermediate A; 90 mg, 0.20 mmol), DIPEA (103 mg, 0.80 mmol) and TBTU (83 mg, 0.26 mmol). After stirring 3 h at room temperature, sat. ...